This data is from the Open Reaction Database (ORD), a public repository of structured organic reaction records. The task is: describe an organic reaction: reactants, conditions, products, and yield Starting materials: COC1=NC=C(C=C1N)C#CC=1C(=NC=NC1N1CCOCC1)C (2-Methoxy-5-(4-methyl-6-morpholin-4-yl-pyrimidin-5-ylethynyl)-pyridin-3-ylamine), ClC1=CC=C(C=C1)S(=O)(=O)Cl (4-chlorobenzenesulfonyl chloride), N1=CC=CC=C1 (pyridine), O (Water). Solvent: C(Cl)Cl (DCM). Yields the product ClC1=CC=C(C=C1)S(=O)(=O)NC=1C(=NC=C(C1)C#CC=1C(=NC=NC1N1CCOCC1)C)OC (4-Chloro-N-[2-methoxy-5-(4-methyl-6-morpholin-4-yl-pyrimidin-5-ylethynyl)-pyridin-3-yl]-benzenesulfonamide). Reaction SMILES: [CH3:1][O:2][C:3]1[C:8]([NH2:9])=[CH:7][C:6]([C:10]#[C:11][C:12]2[C:13]([CH3:24])=[N:14][CH:15]=[N:16][C:17]=2[N:18]2[CH2:23][CH2:22][O:21][CH2:20][CH2:19]2)=[CH:5][N:4]=1.[Cl:25][C:26]1[CH:31]=[CH:30][C:29]([S:32](Cl)(=[O:34])=[O:33])=[CH:28][CH:27]=1.N1C=CC=CC=1.O>C(Cl)Cl>[Cl:25][C:26]1[CH:31]=[CH:30][C:29]([S:32]([NH:9][C:8]2[C:3]([O:2][CH3:1])=[N:4][CH:5]=[C:6]([C:10]#[C:11][C:12]3[C:13]([CH3:24])=[N:14][CH:15]=[N:16][C:17]=3[N:18]3[CH2:19][CH2:20][O:21][CH2:22][CH2:23]3)[CH:7]=2)(=[O:34])=[O:33])=[CH:28][CH:27]=1. Reported procedure: To 100 mg (0.31 mmol) 2-Methoxy-5-(4-methyl-6-morpholin-4-yl-pyrimidin-5-ylethynyl)-pyridin-3-ylamine (E-9) in 5 mL DCM is added 130 mg (0.61 mmol) 4-chlorobenzenesulfonyl chloride and 72 μL (0.97 mmol) pyridine and the reaction mixture is stirred over night at RT. Water (2 mL) is added, the mixture is shaken for five minutes, the aqueous phase is separated and is extracted three times with 4 mL DCM. The combined organic phases are dried over MgSO4 and concentrated under reduced pressure. The cr... The reactants are C([O-])([O-])=O.[Cs+].[Cs+] (cesiumcarbonate), BrC1=CC(=C(C(=C1)F)C(C(=O)NCC1=CC=C(C=C1)C#N)OCC)F ((RS)-2-(4-bromo-2,6-difluoro-phenyl)-N-(4-cyano-benzyl)-2-ethoxy-acetamide), OC=1C=C(C=CC1)B(O)O (3-hydroxyphenylboronic acid), C(C)OC(CBr)=O (ethylbromoacetate). Run in CN(C)C=O (DMF). The product is C(C)OC(COC=1C=C(C=CC1)C1=CC(=C(C(=C1)F)C(OCC)C(NCC1=CC=C(C=C1)C#N)=O)F)=O ((RS)-{4′-[(4-cyano-benzylcarbamoyl)-ethoxy-methyl]-3′,5′-difluoro-biphenyl-3-yloxy}-acetic acid ethyl ester). Reaction SMILES: Br[C:2]1[CH:7]=[C:6]([F:8])[C:5]([CH:9]([O:22][CH2:23][CH3:24])[C:10]([NH:12][CH2:13][C:14]2[CH:19]=[CH:18][C:17]([C:20]#[N:21])=[CH:16][CH:15]=2)=[O:11])=[C:4]([F:25])[CH:3]=1.[OH:26][C:27]1[CH:28]=[C:29](B(O)O)[CH:30]=[CH:31][CH:32]=1.[CH2:36]([O:38][C:39](=[O:42])[CH2:40]Br)[CH3:37].C(=O)([O-])[O-].[Cs+].[Cs+]>CN(C=O)C>[CH2:36]([O:38][C:39](=[O:42])[CH2:40][O:26][C:27]1[CH:28]=[C:29]([C:2]2[CH:7]=[C:6]([F:8])[C:5]([CH:9]([C:10](=[O:11])[NH:12][CH2:13][C:14]3[CH:19]=[CH:18][C:17]([C:20]#[N:21])=[CH:16][CH:15]=3)[O:22][CH2:23][CH3:24])=[C:4]([F:25])[CH:3]=2)[CH:30]=[CH:31][CH:32]=1)[CH3:37] |f:3.4.5|. Procedure details: In analogy to example 247.1, (RS)-2-(4-bromo-2,6-difluoro-phenyl)-N-(4-cyano-benzyl)-2-ethoxy-acetamide (example 248.1) was reacted with 3-hydroxyphenylboronic acid. The product of this reaction was alkylated with ethylbromoacetate and cesiumcarbonate in DMF (analogous to example 16.4) to give (RS)-{4′-[(4-cyano-benzylcarbamoyl)-ethoxy-methyl]-3′,5′-difluoro-biphenyl-3-yloxy}-acetic acid ethyl ester. Colorless oil. MS 509.1 ([M+H]+) Reactants: NC1=CC=C(C(=C1C(=O)NC1(CC2=CC=CC=C2C1)C(=O)O)C=C(C)C)C (2-[6-Amino-3-methyl-2-(2-methyl-propenyl)-benzoylamino]-indan-2-carboxylic acid), C(C)(=O)O (acetic acid). Reagents/catalysts: [Pd] (Pd—C). The product is C(C)(=O)NC1=CC=C(C(=C1C(=O)NC1(CC2=CC=CC=C2C1)C(=O)O)C=C(C)C)C (2-[6-Acetylamino-3-methyl-2-(2-methyl-propenyl)-benzoylamino]-indan-2-carboxylic acid). Yield: 86.0%. Reaction SMILES: [NH2:1][C:2]1[C:7]([C:8]([NH:10][C:11]2([C:20]([OH:22])=[O:21])[CH2:19][C:18]3[C:13](=[CH:14][CH:15]=[CH:16][CH:17]=3)[CH2:12]2)=[O:9])=[C:6]([CH:23]=[C:24]([CH3:26])[CH3:25])[C:5]([CH3:27])=[CH:4][CH:3]=1.[C:28](O)(=[O:30])[CH3:29]>[Pd]>[C:28]([NH:1][C:2]1[C:7]([C:8]([NH:10][C:11]2([C:20]([OH:22])=[O:21])[CH2:12][C:13]3[C:18](=[CH:17][CH:16]=[CH:15][CH:14]=3)[CH2:19]2)=[O:9])=[C:6]([CH:23]=[C:24]([CH3:25])[CH3:26])[C:5]([CH3:27])=[CH:4][CH:3]=1)(=[O:30])[CH3:29]. Reported procedure: To a solution of (225) (48 mg, 0.1 mmol) in acetic acid (10 mL) is added the catalyst, Pd—C (5 wt. % Pd, 21 mg, 1% mmol) under argon. The resulting reaction mixture is moved to the Paar apparatus to run hydrogenation: 55 psi, 90° C., overnight. The catalyst is removed by filtration through a pre-column (10 g silica gel) and washed with EtOH. The combined organic solution is concentrated in vacuo. The residue is purified by HPLC to give a pure product (226) as white solid (35 mg, 86%).